This data is from the Open Reaction Database (ORD), a public repository of structured organic reaction records. The task is: describe an organic reaction: reactants, conditions, products, and yield Starting materials: CCN=C=NCCCN(C)C, CN(C)c1ccccn1, Cl, Cl, N=C(N)NCCCOc1ccc2c(c1)NC(=O)C(CC(=O)O)C2, CN(C)C=O, Cc1ccc(S(N)(=O)=O)cc1. Yields the product Cc1ccc(S(=O)(=O)NC(=O)CC2Cc3ccc(OCCCNC(=N)N)cc3NC2=O)cc1. Reaction SMILES: [CH3:37][N:38]([CH3:39])[CH2:40][CH2:41][CH2:42][N:43]=[C:44]=[N:45][CH2:46][CH3:47].[CH3:48][N:49]([c:50]1[cH:51][cH:52][cH:53][cH:54][n:55]1)[CH3:56].[ClH:1].[ClH:36].[NH:2]([C:3](=[NH:4])[NH2:5])[CH2:6][CH2:7][CH2:8][O:9][c:10]1[cH:11][cH:12][c:13]2[c:18]([cH:19]1)[NH:17][C:16](=[O:20])[CH:15]([CH2:21][C:22](=[O:23])[OH:24])[CH2:14]2.[O:57]=[CH:58][N:59]([CH3:60])[CH3:61].[c:25]1([CH3:35])[cH:26][cH:27][c:28]([S:31](=[O:32])(=[O:33])[NH2:34])[cH:29][cH:30]1>>[NH:2]([C:3](=[NH:4])[NH2:5])[CH2:6][CH2:7][CH2:8][O:9][c:10]1[cH:11][cH:12][c:13]2[c:18]([cH:19]1)[NH:17][C:16](=[O:20])[CH:15]([CH2:21][C:22](=[O:24])[NH:34][S:31]([c:28]1[cH:27][cH:26][c:25]([CH3:35])[cH:30][cH:29]1)(=[O:32])=[O:33])[CH2:14]2. Reported procedure: 13-Cyclohexyl-3-methoxy-6-(1,3-oxazol-2-yl)-7H-indolo[2,1-a][2]benzazepine-10-carboxylic acid (63 mg, 0.14 mMol) was dissolved in 1.7 mL of THF and carbonyldiimidazole (31 mg, 0.19 mMol) added. The reaction was stirred under a nitrogen atmosphere at room temperature for 1 hr then heated to reflux for 1 hr. The reaction was cooled under nitrogen atmosphere and dimethylsulfamide (91 mg, 0.73 mMol) added followed by DBU (23 uL, 0.15 mMol). The reaction was heated to 50 C under a nitrogen atmosphere... The yield is 131.2%. The solvent is C1CCOC1 (THF). The reactants are C1CCC2=NCCCN2CC1 (DBU), C1(CCCCC1)C=1C=2C=CC(=CC2N2C1C1=C(C=C(C2)C=2OC=CN2)C=C(C=C1)OC)C(=O)O (13-Cyclohexyl-3-methoxy-6-(1,3-oxazol-2-yl)-7H-indolo[2,1-a][2]benzazepine-10-carboxylic acid), CNS(=O)(=O)NC (dimethylsulfamide), C(=O)(N1C=NC=C1)N1C=NC=C1 (carbonyldiimidazole). Reaction conditions: time 1 hour. As a reaction SMILES: [CH:1]1([C:7]2[C:8]3[CH:9]=[CH:10][C:11]([C:32](O)=[O:33])=[CH:12][C:13]=3[N:14]3[CH2:20][C:19]([C:21]4[O:22][CH:23]=[CH:24][N:25]=4)=[CH:18][C:17]4[CH:26]=[C:27]([O:30][CH3:31])[CH:28]=[CH:29][C:16]=4[C:15]=23)[CH2:6][CH2:5][CH2:4][CH2:3][CH2:2]1.[C:35](N1C=CN=C1)([N:37]1[CH:41]=CN=C1)=O.C[NH:48][S:49](NC)(=[O:51])=[O:50].C1CCN2C(=NCCC2)CC1>C1COCC1>[CH:1]1([C:7]2[C:8]3[CH:9]=[CH:10][C:11]([C:32]([NH:48][S:49]([N:37]([CH3:41])[CH3:35])(=[O:51])=[O:50])=[O:33])=[CH:12][C:13]=3[N:14]3[CH2:20][C:19]([C:21]4[O:22][CH:23]=[CH:24][N:25]=4)=[CH:18][C:17]4[CH:26]=[C:27]([O:30][CH3:31])[CH:28]=[CH:29][C:16]=4[C:15]=23)[CH2:6][CH2:5][CH2:4][CH2:3][CH2:2]1. Yields the product C1(CCCCC1)C=1C=2C=CC(=CC2N2C1C1=C(C=C(C2)C=2OC=CN2)C=C(C=C1)OC)C(=O)NS(=O)(=O)N(C)C (13-Cyclohexyl-N-((dimethylamino)sulfonyl)-3-methoxy-6-(1,3-oxazol-2-yl)-7H-indolo[2,1-a][2]benzazepine-10-carboxamide). Starting materials: COC(=O)C=1N=C(C=2C(N(C=CC2C1O)CC1=CC=CC=C1)=O)C#N (7-benzyl-1-cyano-4-hydroxy-8-oxo-7,8-dihydro-[2,7]naphthyridine-3-carboxylic acid methyl ester), N[C@H](CC1=CC=CC=C1)C(=O)O (D-phenylalanine), C[O-].[Na+] (NaOMe). The solvent is COCCO (2-methoxyethanol), C(=O)(O)[O-].[Na+] (NaHCO3). Product: C(C1=CC=CC=C1)N1C=CC=2C(=C(N=C(C2C1=O)C#N)C(=O)N[C@@H](C(=O)O)CC1=CC=CC=C1)O ((R)-2-[(7-Benzyl-1-cyano-4-hydroxy-8-oxo-7,8-dihydro-[2,7]naphthyridine-3-carbonyl)-amino]-3-phenyl-propionic acid). The yield is 49.8%. As a reaction SMILES: CO[C:3]([C:5]1[N:6]=[C:7]([C:24]#[N:25])[C:8]2[C:9](=[O:23])[N:10]([CH2:16][C:17]3[CH:22]=[CH:21][CH:20]=[CH:19][CH:18]=3)[CH:11]=[CH:12][C:13]=2[C:14]=1[OH:15])=[O:4].[NH2:26][C@@H:27]([C:35]([OH:37])=[O:36])[CH2:28][C:29]1[CH:34]=[CH:33][CH:32]=[CH:31][CH:30]=1.C[O-].[Na+]>COCCO.C([O-])(O)=O.[Na+]>[CH2:16]([N:10]1[C:9](=[O:23])[C:8]2[C:7]([C:24]#[N:25])=[N:6][C:5]([C:3]([NH:26][C@H:27]([CH2:28][C:29]3[CH:34]=[CH:33][CH:32]=[CH:31][CH:30]=3)[C:35]([OH:37])=[O:36])=[O:4])=[C:14]([OH:15])[C:13]=2[CH:12]=[CH:11]1)[C:17]1[CH:22]=[CH:21][CH:20]=[CH:19][CH:18]=1 |f:2.3,5.6|. Procedure: A mixture of 7-benzyl-1-cyano-4-hydroxy-8-oxo-7,8-dihydro-[2,7]naphthyridine-3-carboxylic acid methyl ester (30 mg, 0.090 mmol), D-phenylalanine (296 mg, 1.8 mmol) and NaOMe (73 mg, 1.3 mmol) in 2-methoxyethanol (10 mL) was refluxed for 3 h. After the mixture was cooled to r.t., solvent was evaporated in vacuo. The residue was partitioned between EtOAc and water. 1 M HCl was added with vigorous stilling until pH was about 2. The organic layer was dried over MgSO4 and concentrated. The residue wa... Starting materials: CC(C)(C)[O-], C[Si](C)(C)CCO, O=[N+]([O-])c1ccc(Cl)nc1, [K+], CN(C)C=O. Yields the product C[Si](C)(C)CCOc1ccc([N+](=O)[O-])cn1. As a reaction SMILES: [CH3:1][C:2]([CH3:3])([O-:4])[CH3:5].[CH3:7][Si:8]([CH2:9][CH2:10][OH:11])([CH3:12])[CH3:13].[Cl:14][c:15]1[n:16][cH:17][c:18]([N+:21](=[O:22])[O-:23])[cH:19][cH:20]1.[K+:6].[O:24]=[CH:25][N:26]([CH3:27])[CH3:28]>>[CH3:7][Si:8]([CH2:9][CH2:10][O:11][c:15]1[n:16][cH:17][c:18]([N+:21](=[O:22])[O-:23])[cH:19][cH:20]1)([CH3:12])[CH3:13]. As a reaction SMILES: [Br:16][c:17]1[c:18]([NH2:19])[c:20]([F:24])[cH:21][cH:22][cH:23]1.[CH3:1][O:2][c:3]1[c:4]([N:13]=[C:14]=[O:15])[cH:5][c:6]([C:9]([F:10])([F:11])[F:12])[cH:7][cH:8]1.[CH3:25][C:26]#[N:27].[CH:28]([O:29][CH:30]([CH3:31])[CH3:32])([CH3:33])[CH3:34]>>[CH3:1][O:2][c:3]1[c:4]([NH:13][C:14](=[O:15])[NH:19][c:18]2[c:17]([Br:16])[cH:23][cH:22][cH:21][c:20]2[F:24])[cH:5][c:6]([C:9]([F:10])([F:11])[F:12])[cH:7][cH:8]1. Starting materials: Nc1c(F)cccc1Br, COc1ccc(C(F)(F)F)cc1N=C=O, CC#N, CC(C)OC(C)C. Yields the product COc1ccc(C(F)(F)F)cc1NC(=O)Nc1c(F)cccc1Br.